This data is from the Open Reaction Database (ORD), a public repository of structured organic reaction records. The task is: describe an organic reaction: reactants, conditions, products, and yield Reactants: BrC/C=C/P(OCC)(OCC)=O (diethyl 3-bromo-trans-1-propenylphosphonate), C(C)OC(=O)ONC(OCC)=O (ethyl N-ethoxycarbonyloxycarbamate), resultant mixture, O (water). Solvent: CN(C=O)C (N,N-dimethylformamide), CN(C=O)C (N,N-dimethylformamide), C(C)(=O)OCC (ethyl acetate), C(Cl)(Cl)Cl (chloroform), C(C)(=O)OCC (ethyl acetate). Yields the product C(C)OC(=O)N(OC(=O)OCC)C/C=C/P(OCC)(OCC)=O (diethyl 3-(N-ethoxycarbonyl-N-ethoxycarbonyloxyamino)-trans-1-propenylphosphonate). The yield is 42.1%. RXN SMILES: Br[CH2:2]/[CH:3]=[CH:4]/[P:5](=[O:12])([O:9][CH2:10][CH3:11])[O:6][CH2:7][CH3:8].[CH2:13]([O:15][C:16]([O:18][NH:19][C:20](=[O:24])[O:21][CH2:22][CH3:23])=[O:17])[CH3:14].O>CN(C)C=O.C(OCC)(=O)C.C(Cl)(Cl)Cl>[CH2:22]([O:21][C:20]([N:19]([CH2:2]/[CH:3]=[CH:4]/[P:5](=[O:12])([O:9][CH2:10][CH3:11])[O:6][CH2:7][CH3:8])[O:18][C:16]([O:15][CH2:13][CH3:14])=[O:17])=[O:24])[CH3:23]. Reported procedure: A solution of diethyl 3-bromo-trans-1-propenylphosphonate (23.83 g.) in N,N-dimethylformamide (50 ml.) was added dropwise to a suspension of ethyl N-ethoxycarbonyloxycarbamate (19.94 g.) in N,N-dimethylformamide (100 ml.) at -25°--30° C. in the course of 20 minutes. The reaction mixture was stirred at -20°--30° C. for an hour and at -5°--10° C. for an hour. Subsequently, the resultant mixture was poured int a mixture of water (1 liter) and ethyl acetate (0.7 l). The etheyl acetate layer was sepa... Starting materials: NC=1SC(=CN1)S(=O)(=O)C1=CC=C(C=C1)[N+](=O)[O-] (2-amino-5-(4-nitrophenylsulfonyl)thiazole), [Cl-].[NH4+] (ammonium chloride), O1CCCC1 (tetrahydrofuran), O (water). Reagents/catalysts: [Fe] (iron). Run in C(C)O (ethanol). The product is NC=1SC(=CN1)S(=O)(=O)C1=CC=C(C=C1)N (2-amino-5-(4-aminophenylsulfonyl)thiazole). Isolated yield 86.6%. As a reaction SMILES: [NH2:1][C:2]1[S:3][C:4]([S:7]([C:10]2[CH:15]=[CH:14][C:13]([N+:16]([O-])=O)=[CH:12][CH:11]=2)(=[O:9])=[O:8])=[CH:5][N:6]=1.[Cl-].[NH4+].O1CCCC1.O>C(O)C.[Fe]>[NH2:1][C:2]1[S:3][C:4]([S:7]([C:10]2[CH:15]=[CH:14][C:13]([NH2:16])=[CH:12][CH:11]=2)(=[O:9])=[O:8])=[CH:5][N:6]=1 |f:1.2|. Reported procedure: To a mixture of 2-amino-5-(4-nitrophenylsulfonyl)thiazole (4.0 g) and ammonium chloride in a mixture of ethanol (80 ml), tetrahydrofuran (40 ml) and water (30 ml) was portionwise added the iron powder (4 g) at 80° C. with stirring. The mixture was refluxed for 1.5 hours with stirring. The reaction mixture was filtered by suction and the filtrate was concentrated under reduced pressure. The residue was triturated with water and the precipitates were collected by filtration, washed with water and ... Starting materials: CC1=C(C(=NO1)C1=NC=CC=C1)CO ((5-methyl-3-pyridin-2-yl-isoxazol-4-yl)-methanol), COC(=O)C1=NC=C(C=C1)O (5-hydroxy-pyridine-2-carboxylic acid methyl ester), C1(=CC=CC=C1)P(C1=CC=CC=C1)C1=CC=CC=C1 (triphenylphosphine), N(=NC(=O)OCC)C(=O)OCC (diethyl azodicarboxylate). Run in C1CCOC1 (THF). Run at time 3 hour. Product: COC(=O)C1=NC=C(C=C1)OCC=1C(=NOC1C)C1=NC=CC=C1 (5-(5-Methyl-3-pyridin-2-yl-isoxazol-4-ylmethoxy)-pyridine-2-carboxylic acid methyl ester). Isolated yield 45.2%. As a reaction SMILES: [CH3:1][C:2]1[O:6][N:5]=[C:4]([C:7]2[CH:12]=[CH:11][CH:10]=[CH:9][N:8]=2)[C:3]=1[CH2:13][OH:14].[CH3:15][O:16][C:17]([C:19]1[CH:24]=[CH:23][C:22](O)=[CH:21][N:20]=1)=[O:18].C1(P(C2C=CC=CC=2)C2C=CC=CC=2)C=CC=CC=1.N(C(OCC)=O)=NC(OCC)=O>C1COCC1>[CH3:15][O:16][C:17]([C:19]1[CH:24]=[CH:23][C:22]([O:14][CH2:13][C:3]2[C:4]([C:7]3[CH:12]=[CH:11][CH:10]=[CH:9][N:8]=3)=[N:5][O:6][C:2]=2[CH3:1])=[CH:21][N:20]=1)=[O:18]. Reported procedure: To a solution of (5-methyl-3-pyridin-2-yl-isoxazol-4-yl)-methanol (100 mg, 0.53 mmol) in THF (5 mL) was added 5-hydroxy-pyridine-2-carboxylic acid methyl ester (89 mg, 0.58 mmol) and triphenylphosphine (207 mg, 0.79 mmol) at ambient temperature under an argon atmosphere. Then diethyl azodicarboxylate (362 μL, 40% solution in toluene, 0.79 mmol) was added and the reaction mixture was stirred for 3 h at room temperature. The reaction mixture was evaporated and then purified by chromatography (sili... Reactants: COC(=O)C(C)(C)CCCCCCCCCBr, O=C1NC(=O)c2ccccc21, CN(C)C=O, [K], O. Product: COC(=O)C(C)(C)CCCCCCCCCN1C(=O)c2ccccc2C1=O. As a reaction SMILES: [Br:1][CH2:2][CH2:3][CH2:4][CH2:5][CH2:6][CH2:7][CH2:8][CH2:9][CH2:10][C:11]([C:12](=[O:13])[O:14][CH3:15])([CH3:16])[CH3:17].[C:18]1(=[O:28])[c:19]2[c:20]([cH:24][cH:25][cH:26][cH:27]2)[C:21](=[O:23])[NH:22]1.[CH3:31][N:32]([CH3:33])[CH:34]=[O:35].[K:29].[OH2:30]>>[CH2:2]([CH2:3][CH2:4][CH2:5][CH2:6][CH2:7][CH2:8][CH2:9][CH2:10][C:11]([C:12](=[O:13])[O:14][CH3:15])([CH3:16])[CH3:17])[N:22]1[C:18](=[O:28])[c:19]2[c:20]([cH:24][cH:25][cH:26][cH:27]2)[C:21]1=[O:23].